describe an organic reaction: reactants, conditions, products, and yield From a dataset of the Open Reaction Database (ORD), a public repository of structured organic reaction records. Starting materials: O=C(CCCCCCCCCCCC(=O)O)CCCCCCCCCC1=C(C(=C(C=C1C)OC)OC)O (13-oxo-22-(2-hydroxy-3,4-dimethoxy-6-methylphenyl)docosanoic acid), C1(=CC=C(C=C1)S(=O)(=O)O)C (p-toluenesulfonic acid), p-toluenesulfonyl hydrazide, CN(C=O)C (dimethylformamide), S1(=O)(=O)CCCC1 (sulfolane). Solvent: C1CCCCC1 (cyclohexane). The product is OC1=C(C(=CC(=C1OC)OC)C)CCCCCCCCCCCCCCCCCCCCCC(=O)O (22-(2-hydroxy-3,4-dimethoxy-6-methylphenyl)docosanoic acid). Isolated yield 58.6%. Reaction SMILES: O=[C:2]([CH2:17][CH2:18][CH2:19][CH2:20][CH2:21][CH2:22][CH2:23][CH2:24][CH2:25][C:26]1[C:31]([CH3:32])=[CH:30][C:29]([O:33][CH3:34])=[C:28]([O:35][CH3:36])[C:27]=1[OH:37])[CH2:3][CH2:4][CH2:5][CH2:6][CH2:7][CH2:8][CH2:9][CH2:10][CH2:11][CH2:12][CH2:13][C:14]([OH:16])=[O:15].C1(C)C=CC(S(O)(=O)=O)=CC=1.CN(C)C=O.S1(CCCC1)(=O)=O>C1CCCCC1>[OH:37][C:27]1[C:28]([O:35][CH3:36])=[C:29]([O:33][CH3:34])[CH:30]=[C:31]([CH3:32])[C:26]=1[CH2:25][CH2:24][CH2:23][CH2:22][CH2:21][CH2:20][CH2:19][CH2:18][CH2:17][CH2:2][CH2:3][CH2:4][CH2:5][CH2:6][CH2:7][CH2:8][CH2:9][CH2:10][CH2:11][CH2:12][CH2:13][C:14]([OH:16])=[O:15]. Procedure details: 13-oxo-22-(2-hydroxy-3,4-dimethoxy-6-methylphenyl)docosanoic acid (5.21 g) is reduced in the presence of p-toluenesulfonic acid (250 mg) and p-toluenesulfonyl hydrazide (2.33 g) in a solvent mixture of dimethylformamide (25 ml)-sulfolane (25 ml)-cyclohexane (25 ml) as in the corresponding step of Reference Example 5. The resultant crude product is recrystallized from methanol to obtain 2.97 g of 22-(2-hydroxy-3,4-dimethoxy-6-methylphenyl)docosanoic acid, m.p. 67° C.-68° C. The physico-chemical c... Starting materials: C(=O)=[Fe] (carbonyl iron), C(=O)=[Fe] (Carbonyl Iron), [Fe] (iron). Yields the product [C-]#[O+].[C-]#[O+].[C-]#[O+].[C-]#[O+].[C-]#[O+].[Fe] (iron carbonyl). Reaction SMILES: [C:1](=[Fe:3])=[O:2].[Fe]>>[C-:1]#[O+:2].[C-:1]#[O+:2].[C-:1]#[O+:2].[C-:1]#[O+:2].[C-:1]#[O+:2].[Fe:3] |f:2.3.4.5.6.7|. Procedure: This example illustrates the preparation, by manual mixing of the ingredients followed by spray-drying, of a ferromagnetic toner containing a blue disperse dye, magnetic components and an aqueous alkali-soluble resin, and the application thereof both paper and polyester. A magnetic toner was prepared from 32.7% of carbonyl iron, 32.7% of Fe3O4, 1.8% of C.I. Disperse Blue 56, 5.5% of ligninsulfonate dispersant and 27.3% of a polyvinyl acetate copolymer resin. The carbonyl iron, used as the soft m... The reactants are NC=1C(=NC=C(C1)C)S(=O)(=O)N (3-amino-5-methylpyridine-2-sulfonamide), C(OCC)([O-])[O-] (ethyl orthoformate). Yields the product CC1=CC=2NC=NS(C2N=C1)(=O)=O (6-METHYL-4H-PYRIDO[3,2-e][1,2,4]THIADIAZINE 1,1-DIOXIDE). Reaction SMILES: [NH2:1][C:2]1[C:3]([S:9]([NH2:12])(=[O:11])=[O:10])=[N:4][CH:5]=[C:6]([CH3:8])[CH:7]=1.[CH:13]([O-])([O-])OCC>>[CH3:8][C:6]1[CH:5]=[N:4][C:3]2[S:9](=[O:11])(=[O:10])[N:12]=[CH:13][NH:1][C:2]=2[CH:7]=1. Reported procedure: A suspension of 1.3 g of 3-amino-5-methylpyridine-2-sulfonamide (Preparation 25) in 13 cm3 of ethyl orthoformate is brought to reflux for 2 hours. After cooling, the precipitate obtained is collected on a filter, washed with diethyl ether and dried. Run in CCOCC (ether), O (water), C1CCOC1 (THF). Product: C1(=CC=CC=C1)C.C1CCOC1 (Toluene THF). Procedure details: A solution of Mo(CO)3(EtCN)3 and ligand in toluene was heated at 60-70° C. for 1 h. A solution of sodiomalonate (prepared by adding the malonate to sodium hydride (60% dispersion in oil)) and the substrate in THF was added dropwise via syringe at 60° C. and the mixture was heated at 80-90° C. for the time indicated. The reaction mixture was diluted with ether (5 mL) and water (5 mL) was added. The layers were separated and the aqueous layer was extracted with ether (3×10 mL). The combined organi... Reactants: Mo(CO)3(EtCN)3, C1(=CC=CC=C1)C (toluene), C(CC(=O)[O-])(=O)[O-] (malonate), [H-].[Na+] (sodium hydride), [Na]C(C(=O)[O-])C(=O)[O-] (sodiomalonate). Reaction SMILES: [Na][CH:2]([C:6]([O-])=O)[C:3]([O-])=[O:4].[C:9]([O-])(=O)CC([O-])=O.[H-].[Na+].[C:18]1([CH3:24])[CH:23]=[CH:22][CH:21]=[CH:20][CH:19]=1>C1COCC1.CCOCC.O>[C:18]1([CH3:24])[CH:23]=[CH:22][CH:21]=[CH:20][CH:19]=1.[CH2:6]1[CH2:9][O:4][CH2:3][CH2:2]1 |f:2.3,8.9|. Reaction conditions: temperature 85 celsius. Reactants: CN(C)C=O (DMF), C([O-])([O-])=O.[K+].[K+] (potassium carbonate), C(=O)(OC(C)(C)C)N(CC)Br (N-Boc-2-bromoaminoethane), [Si](C)(C)(C(C)(C)C)OC1CCCN2C1=NC(=C(C2=O)CCN2CCC(CC2)C2=NOC1=C2C=CC(=C1)O)C (9-((tert-butyldimethylsilyl)oxy)-3-(2-(4-(6-hydroxybenzo[d]isoxazol-3-yl)piperidin-1-yl)ethyl)-2-methyl-6,7,8,9-tetrahydro-4H-pyrido[1,2-a]pyrimidin-4-one). Solvent: CC(=O)C (acetone). Reaction conditions: temperature 60 celsius, time 17 hour. Product: [Si](C)(C)(C(C)(C)C)OC1CCCN2C1=NC(=C(C2=O)CCN2CCC(CC2)C2=NOC1=C2C=CC(=C1)OCCNC(OC(C)(C)C)=O)C (tert-butyl (2-((3-(1-(2-(9-((tert-butyldimethylsilyl)oxy)-2-methyl-4-oxo-6,7,8,9-tetrahydro-4H-pyrido[1,2-a]pyrimidin-3-yl)ethyl)piperidin-4-yl)benzo[d]isoxazol-6-yl)oxy)ethyl)carbamate). As a reaction SMILES: [Si:1]([O:8][CH:9]1[C:14]2=[N:15][C:16]([CH3:38])=[C:17]([CH2:20][CH2:21][N:22]3[CH2:27][CH2:26][CH:25]([C:28]4[C:32]5[CH:33]=[CH:34][C:35]([OH:37])=[CH:36][C:31]=5[O:30][N:29]=4)[CH2:24][CH2:23]3)[C:18](=[O:19])[N:13]2[CH2:12][CH2:11][CH2:10]1)([C:4]([CH3:7])([CH3:6])[CH3:5])([CH3:3])[CH3:2].CN(C=O)C.C(=O)([O-])[O-].[K+].[K+].[C:50]([N:57](Br)[CH2:58][CH3:59])([O:52][C:53]([CH3:56])([CH3:55])[CH3:54])=[O:51]>CC(C)=O>[Si:1]([O:8][CH:9]1[C:14]2=[N:15][C:16]([CH3:38])=[C:17]([CH2:20][CH2:21][N:22]3[CH2:23][CH2:24][CH:25]([C:28]4[C:32]5[CH:33]=[CH:34][C:35]([O:37][CH2:59][CH2:58][NH:57][C:50](=[O:51])[O:52][C:53]([CH3:56])([CH3:55])[CH3:54])=[CH:36][C:31]=5[O:30][N:29]=4)[CH2:26][CH2:27]3)[C:18](=[O:19])[N:13]2[CH2:12][CH2:11][CH2:10]1)([C:4]([CH3:6])([CH3:7])[CH3:5])([CH3:3])[CH3:2] |f:2.3.4|. Procedure details: A solution of 9-((tert-butyldimethylsilyl)oxy)-3-(2-(4-(6-hydroxybenzo[d]isoxazol-3-yl)piperidin-1-yl)ethyl)-2-methyl-6,7,8,9-tetrahydro-4H-pyrido[1,2-a]pyrimidin-4-one, prepared as described in the previous step, (50 mg, 0.093 mmol) in acetone (0.5 mL) and DMF (0.5 mL) was treated with potassium carbonate (33.3 mg, 0.24 mmol) and N-Boc-2-bromoaminoethane (27 mg, 0.12 mmol), and the reaction mixture was stirred for 17 h at 60° C. under argon. The reaction mixture was evaporated at 40° C. under r...